Dataset: the Open Reaction Database (ORD), a public repository of structured organic reaction records. Task: describe an organic reaction: reactants, conditions, products, and yield The reactants are C(#N)C(C(=O)C=1C=NC=CC1)C1=CC=CC=C1 (2-Cyano-2-phenyl-1-(3-pyridyl)ethanone), C(O)([O-])=O.[Na+] (sodium hydrogen carbonate). The solvent is Br (hydrobromic acid). Reaction conditions: temperature 140 celsius, time 5 hour. The product is C1(=CC=CC=C1)CC(=O)C=1C=NC=CC1 (2-Phenyl-1-(3-pyridyl)ethanone). The yield is 87.9%. Reaction SMILES: C([CH:3]([C:12]1[CH:17]=[CH:16][CH:15]=[CH:14][CH:13]=1)[C:4]([C:6]1[CH:7]=[N:8][CH:9]=[CH:10][CH:11]=1)=[O:5])#N.C(=O)([O-])O.[Na+]>Br>[C:12]1([CH2:3][C:4]([C:6]2[CH:7]=[N:8][CH:9]=[CH:10][CH:11]=2)=[O:5])[CH:13]=[CH:14][CH:15]=[CH:16][CH:17]=1 |f:1.2|. Reported procedure: 2-Cyano-2-phenyl-1-(3-pyridyl)ethanone (5.0 g) was dissolved in 48% hydrobromic acid (50 mL) and the solution was stirred at 140° C. for 5 h. After the mixture was cooled, the mixture was neutralized with an aqueous saturated solution of sodium hydrogen carbonate and the product was extracted with ethyl acetate. The extracts were washed with water, dried, and the solvent was evaporated. The crystalline residue was recrystallized from isopropyl ether to obtain the title compound (3.9 g, yield 88%... The reactants are CC=1SC(=CN1)CNCCCN (N-(2-Methyl-5-thiazolylmethyl)trimethylenediamine), [N+](=O)([O-])C=C(SC)SC (1-nitro-2,2-bis(methylthio)ethylene). Solvent: C(C)#N (acetonitrile). The product is CC=1SC(=CN1)CN1C(NCCC1)=C[N+](=O)[O-] (1-(2-methyl-5-thiazolylmethyl)2-(nitromethylene)tetrahydropyrimidine). Isolated yield 40.2%. Reaction SMILES: [CH3:1][C:2]1[S:3][C:4]([CH2:7][NH:8][CH2:9][CH2:10][CH2:11][NH2:12])=[CH:5][N:6]=1.[N+:13]([CH:16]=[C:17](SC)SC)([O-:15])=[O:14]>C(#N)C>[CH3:1][C:2]1[S:3][C:4]([CH2:7][N:8]2[CH2:9][CH2:10][CH2:11][NH:12][C:17]2=[CH:16][N+:13]([O-:15])=[O:14])=[CH:5][N:6]=1. Procedure details: N-(2-Methyl-5-thiazolylmethyl)trimethylenediamine (18.5 g) was dissolved in 100 ml of acetonitrile, and 1-nitro-2,2-bis(methylthio)ethylene (16.5 g) was added. With stirring, the mixture was refluxed for 6 hours. After the reaction, the reaction mixture was cooled to room temperature. The resulting crystals were collected by filtration and washed with methanol to give 10.2 g of the desired 1-(2-methyl-5-thiazolylmethyl)2-(nitromethylene)tetrahydropyrimidine. Reactants: BrN1C=CC2=C1N=CCN2 (5-bromo-1H-pyrrolo[2,3-b]pyrazine), C(#C)C=1C=C(C=CC1C)NC(=O)NC1=CC(=C(C=C1)CN1CCN(CC1)C)C(F)(F)F (N-(3-ethynyl-4-methylphenyl)-N′-[4-((4-methylpiperazin-1-yl)methyl)-3-trifluoromethylphenyl]urea). Product: N1C2=C(N=CC1)N(C=C2)C#CC=2C=C(C=CC2C)NC(=O)NC2=CC(=C(C=C2)CN2CCN(CC2)C)C(F)(F)F (N-[3-((1H-pyrrolo[2,3-b]pyrazin-5-yl)ethynyl)-4-methylphenyl]-N′-[4-((4-methylpiperazin-1-yl)methyl)-3-trifluoromethylphenyl]urea). As a reaction SMILES: Br[N:2]1[C:6]2[N:7]=[CH:8][CH2:9][NH:10][C:5]=2[CH:4]=[CH:3]1.[C:11]([C:13]1[CH:14]=[C:15]([NH:20][C:21]([NH:23][C:24]2[CH:29]=[CH:28][C:27]([CH2:30][N:31]3[CH2:36][CH2:35][N:34]([CH3:37])[CH2:33][CH2:32]3)=[C:26]([C:38]([F:41])([F:40])[F:39])[CH:25]=2)=[O:22])[CH:16]=[CH:17][C:18]=1[CH3:19])#[CH:12]>>[NH:10]1[CH2:9][CH:8]=[N:7][C:6]2[N:2]([C:12]#[C:11][C:13]3[CH:14]=[C:15]([NH:20][C:21]([NH:23][C:24]4[CH:29]=[CH:28][C:27]([CH2:30][N:31]5[CH2:36][CH2:35][N:34]([CH3:37])[CH2:33][CH2:32]5)=[C:26]([C:38]([F:41])([F:39])[F:40])[CH:25]=4)=[O:22])[CH:16]=[CH:17][C:18]=3[CH3:19])[CH:3]=[CH:4][C:5]1=2. Procedure: The title compound was prepared using 5-bromo-1H-pyrrolo[2,3-b]pyrazine and N-(3-ethynyl-4-methylphenyl)-N′-[4-((4-methylpiperazin-1-yl)methyl)-3-trifluoromethylphenyl]urea as raw materials, according to the method described in Step 4 of Example 1. Starting materials: Cc1nc2ccccc2nc1SCc1ccccc1N(C)C, CO, ClC(Cl)Cl, O=C(OO)c1cccc(Cl)c1, Cl, [Na+], O=C([O-])O. Product: Cc1nc2ccccc2nc1S(=O)Cc1ccccc1N(C)C. As a reaction SMILES: [CH3:2][N:3]([c:4]1[c:5]([CH2:6][S:7][c:8]2[n:9][c:10]3[cH:11][cH:12][cH:13][cH:14][c:15]3[n:16][c:17]2[CH3:18])[cH:19][cH:20][cH:21][cH:22]1)[CH3:23].[CH3:44][OH:45].[CH:40]([Cl:41])([Cl:42])[Cl:43].[Cl:24][c:25]1[cH:26][cH:27][cH:28][c:29]([C:30]([O:31][OH:33])=[O:32])[cH:34]1.[ClH:1].[Na+:39].[O-:35][C:36]([OH:37])=[O:38]>>[CH3:2][N:3]([c:4]1[c:5]([CH2:6][S:7]([c:8]2[n:9][c:10]3[cH:11][cH:12][cH:13][cH:14][c:15]3[n:16][c:17]2[CH3:18])=[O:32])[cH:19][cH:20][cH:21][cH:22]1)[CH3:23].